From a dataset of the Open Reaction Database (ORD), a public repository of structured organic reaction records. describe an organic reaction: reactants, conditions, products, and yield The product is CC1(CC1)COC([C@@H](NC(CC1=CC(=CC=C1)Cl)=O)C)=O (N-[(3-chlorophenyl)acetyl]alanine (1-methylcyclopropyl)methyl ester). Procedure details: Following General Procedure C above, and using N-(3-chloroph,enylacetyl alanine (from Example D above) and (1-methylcyclopropyl)methanol (Aldrich) the title compound can be prepared. The reaction was monitored by tlc on silica gel and purification was by liquid chromatography using 3:7 EtOAc:hexane as the eluant. NMR data was as follows: As a reaction SMILES: [Cl:1][C:2]1[CH:3]=[C:4]([CH2:8][C:9]([NH:11][C@H:12]([C:14]([OH:16])=[O:15])[CH3:13])=[O:10])[CH:5]=[CH:6][CH:7]=1.[CH3:17][C:18]1([CH2:21]O)[CH2:20][CH2:19]1>>[CH3:17][C:18]1([CH2:21][O:15][C:14](=[O:16])[C@H:12]([CH3:13])[NH:11][C:9](=[O:10])[CH2:8][C:4]2[CH:5]=[CH:6][CH:7]=[C:2]([Cl:1])[CH:3]=2)[CH2:20][CH2:19]1. The reactants are ClC=1C=C(C=CC1)CC(=O)N[C@@H](C)C(=O)O (N-(3-chlorophenylacetyl)alanine), CC1(CC1)CO ((1-methylcyclopropyl)methanol). The reactants are CN1CCOCC1 (N-methylmorpholine), N1=CC(=CC=C1)CCC(=O)Cl (3-(3-pyridyl)propanoyl chloride), N[C@@H](C(C)C)C(=O)N1[C@H](C(=O)N[C@@H](C(C)C)C(=O)C(F)(F)C(F)(F)C(F)(F)F)CCC1.Cl (H-Val-Pro-Val-CF2CF2CF3.hydrochloride). The solvent is C(Cl)Cl (methylene chloride), C(Cl)Cl (methylene chloride), C(Cl)Cl (methylene chloride). Run at temperature -20 celsius, time 1.5 hour. Yields the product N1=CC(=CC=C1)CCC(=O)N[C@@H](C(C)C)C(=O)N1[C@H](C(=O)NC(C(C(C(C(F)(F)F)(F)F)(F)F)=O)C(C)C)CCC1 (N-[3-(3-pyridyl)propanoyl]-L-valyl-N- [3,3,4,4,5,5,5-heptafluoro-1-(1-methylethyl)-2-oxopentyl]-L-prolinamide). Reaction SMILES: [NH2:1][C@H:2]([C:6]([N:8]1[CH2:31][CH2:30][CH2:29][C@H:9]1[C:10]([NH:12][C@H:13]([C:17]([C:19]([C:22]([C:25]([F:28])([F:27])[F:26])([F:24])[F:23])([F:21])[F:20])=[O:18])[CH:14]([CH3:16])[CH3:15])=[O:11])=[O:7])[CH:3]([CH3:5])[CH3:4].Cl.CN1CCOCC1.[N:40]1[CH:45]=[CH:44][CH:43]=[C:42]([CH2:46][CH2:47][C:48](Cl)=[O:49])[CH:41]=1>C(Cl)Cl>[N:40]1[CH:45]=[CH:44][CH:43]=[C:42]([CH2:46][CH2:47][C:48]([NH:1][C@H:2]([C:6]([N:8]2[CH2:31][CH2:30][CH2:29][C@H:9]2[C:10]([NH:12][CH:13]([CH:14]([CH3:15])[CH3:16])[C:17](=[O:18])[C:19]([F:20])([F:21])[C:22]([F:23])([F:24])[C:25]([F:28])([F:26])[F:27])=[O:11])=[O:7])[CH:3]([CH3:4])[CH3:5])=[O:49])[CH:41]=1 |f:0.1|. Reported procedure: Dissolve H-Val-Pro-Val-CF2CF2CF3.hydrochloride (185 mg, 0.37 mmol) in methylene chloride (10 mL) and cool to -20° C. while stirring. Add N-methylmorpholine (0.2 mL, 2.0 mmol) and immediately follow with a dropwise addition of 3-(3-pyridyl)propanoyl chloride in methylene chloride (5 mL) at such a rate as to maintain the internal reaction temperature at -10° C. or less. After completion of the addition, allow the reaction mixture to warm to room temperature. After 1.5 hours at room temperature, di... Reactants: CO, Cl, CC(C)C(=O)Oc1c(-c2c(C(F)(F)F)nn(C)c2OC(F)F)c(=O)n(CC(F)F)c2nccnc12, [Na+], [OH-], O. Product: Cn1nc(C(F)(F)F)c(-c2c(O)c3nccnc3n(CC(F)F)c2=O)c1OC(F)F. As a reaction SMILES: [CH3:39][OH:40].[ClH:38].[F:1][CH:2]([O:3][c:4]1[c:5](-[c:14]2[c:15]([O:29][C:30](=[O:31])[CH:32]([CH3:33])[CH3:34])[c:16]3[c:17]([n:18][cH:19][cH:20][n:21]3)[n:22]([CH2:25][CH:26]([F:27])[F:28])[c:23]2=[O:24])[c:6]([C:10]([F:11])([F:12])[F:13])[n:7][n:8]1[CH3:9])[F:35].[Na+:37].[OH-:36].[OH2:41]>>[F:1][CH:2]([O:3][c:4]1[c:5](-[c:14]2[c:15]([OH:29])[c:16]3[c:17]([n:18][cH:19][cH:20][n:21]3)[n:22]([CH2:25][CH:26]([F:27])[F:28])[c:23]2=[O:24])[c:6]([C:10]([F:11])([F:12])[F:13])[n:7][n:8]1[CH3:9])[F:35].